Task: describe an organic reaction: reactants, conditions, products, and yield. Dataset: the Open Reaction Database (ORD), a public repository of structured organic reaction records Reactants: FC=1C=C(CBr)C=CC1 (3-fluorobenzyl bromide), C[Si](C=1C=CC=C2C=C(NC12)C(=O)OCC)(C)C (ethyl 7-trimethylsilyl-1H-indole-2-carboxylate), C([O-])([O-])=O.[K+].[K+] (potassium carbonate). Solvent: C(C)#N (acetonitrile). The product is C[Si](C=1C=CC=C2C=C(N(C12)CC1=CC(=CC=C1)F)C(=O)OCC)(C)C (ethyl 7-trimethylsilyl-1-[(3-fluorophenyl)methyl]-1H-indole-2-carboxylate). Isolated yield 63.2%. RXN SMILES: [F:1][C:2]1[CH:3]=[C:4]([CH:7]=[CH:8][CH:9]=1)[CH2:5]Br.[CH3:10][Si:11]([CH3:27])([CH3:26])[C:12]1[CH:13]=[CH:14][CH:15]=[C:16]2[C:20]=1[NH:19][C:18]([C:21]([O:23][CH2:24][CH3:25])=[O:22])=[CH:17]2.C(=O)([O-])[O-].[K+].[K+]>C(#N)C>[CH3:10][Si:11]([CH3:26])([CH3:27])[C:12]1[CH:13]=[CH:14][CH:15]=[C:16]2[C:20]=1[N:19]([CH2:5][C:4]1[CH:7]=[CH:8][CH:9]=[C:2]([F:1])[CH:3]=1)[C:18]([C:21]([O:23][CH2:24][CH3:25])=[O:22])=[CH:17]2 |f:2.3.4|. Reported procedure: 0.42 ml (3.44 mmol) of 3-fluorobenzyl bromide is added, slowly at ambient temperature, to a suspension of 0.75 g (2.87 mmol) of ethyl 7-trimethylsilyl-1H-indole-2-carboxylate, obtained according to the protocol described in stage 5.1, and of 1.18 g (8.61 mmol) of potassium carbonate in 50 ml of dry acetonitrile, maintained under an inert atmosphere. The reaction mixture is stirred at reflux for 18 h. After this period of time, the cooled suspension is filtered through a frit and then rinsed with... Starting materials: CC(C)(C)OC(=O)N1CCCC(NC(=O)c2cn(-c3cccc(F)c3)cc2NC(N)=O)C1, COCCN. The product is COCCNC(=O)Nc1cn(-c2cccc(F)c2)cc1C(=O)NC1CCCN(C(=O)OC(C)(C)C)C1. RXN SMILES: [C:1]([CH3:2])([CH3:3])([CH3:4])[O:5][C:6](=[O:7])[N:8]1[CH2:9][CH:10]([NH:14][C:15](=[O:16])[c:17]2[cH:18][n:19](-[c:26]3[cH:27][c:28]([F:32])[cH:29][cH:30][cH:31]3)[cH:20][c:21]2[NH:22][C:23](=[O:24])[NH2:25])[CH2:11][CH2:12][CH2:13]1.[CH3:33][O:34][CH2:35][CH2:36][NH2:37]>>[C:1]([CH3:2])([CH3:3])([CH3:4])[O:5][C:6](=[O:7])[N:8]1[CH2:9][CH:10]([NH:14][C:15](=[O:16])[c:17]2[cH:18][n:19](-[c:26]3[cH:27][c:28]([F:32])[cH:29][cH:30][cH:31]3)[cH:20][c:21]2[NH:22][C:23](=[O:24])[NH:25][CH2:36][CH2:35][O:34][CH3:33])[CH2:11][CH2:12][CH2:13]1. The product is [N+](=O)([O-])[O-].[Gd+3].[N+](=O)([O-])[O-].[N+](=O)([O-])[O-] (gadolinium nitrate). Procedure: Slightly excess gadolinium oxide was dissolved in concentrated nitric acid under heating to effect the reaction. After 1 hour, the reaction liquid was filtered and the filtrate was cooled to precipitate crystalline gadolinium nitrate. Yield: 62%. Conditions: time 1 hour. Isolated yield 62.0%. Reaction SMILES: [O-2].[Gd+3:2].[O-2].[O-2].[Gd+3].[N+:6]([O-:9])([OH:8])=[O:7]>>[N+:6]([O-:9])([O-:8])=[O:7].[Gd+3:2].[N+:6]([O-:9])([O-:8])=[O:7].[N+:6]([O-:9])([O-:8])=[O:7] |f:0.1.2.3.4,6.7.8.9|. Reactants: [O-2].[Gd+3].[O-2].[O-2].[Gd+3] (gadolinium oxide), [N+](=O)(O)[O-] (nitric acid).